From a dataset of the Open Reaction Database (ORD), a public repository of structured organic reaction records. describe an organic reaction: reactants, conditions, products, and yield Reactants: CC1CC2(CCN(OCc3ccccc3)C2=O)c2cc(F)ccc2O1, CO. The product is CC1CC2(CCN(O)C2=O)c2cc(F)ccc2O1. RXN SMILES: [CH2:1]([c:2]1[cH:3][cH:4][cH:5][cH:6][cH:7]1)[O:8][N:9]1[C:10](=[O:25])[C:11]2([CH2:12][CH:13]([CH3:22])[O:14][c:15]3[c:16]2[cH:17][c:18]([F:21])[cH:19][cH:20]3)[CH2:23][CH2:24]1.[CH3:26][OH:27]>>[OH:8][N:9]1[C:10](=[O:25])[C:11]2([CH2:12][CH:13]([CH3:22])[O:14][c:15]3[c:16]2[cH:17][c:18]([F:21])[cH:19][cH:20]3)[CH2:23][CH2:24]1. The reactants are CS(=O)(=O)O.ClC1=CC2=C(N(C(N2)=O)CCCO)C=C1 (5-chloro-1,3-dihydro-1-(3-hydroxypropyl)-2H-benzimidazol-2-one methanesulfonate), ClC1=CC=C(C=C1)C1(CCNCC1)O (4-(4-chlorophenyl)-4-piperidinol), C([O-])([O-])=O.[Na+].[Na+] (sodium carbonate). Solvent: CC(CC(C)=O)C (4-methyl-2-pentanone). Yields the product ClC1=CC2=C(N(C(N2)=O)CCCN2CCC(CC2)(O)C2=CC=C(C=C2)Cl)C=C1 (5-chloro-1-{3-[4-(4-chlorophenyl)-4-hydroxy-1-piperidinyl]propyl}-1,3-dihydro-2H-benzimidazol-2-one). Isolated yield 24.0%. As a reaction SMILES: CS(O)(=O)=O.[Cl:6][C:7]1[CH:20]=[CH:19][C:10]2[N:11]([CH2:15][CH2:16][CH2:17]O)[C:12](=[O:14])[NH:13][C:9]=2[CH:8]=1.[Cl:21][C:22]1[CH:27]=[CH:26][C:25]([C:28]2([OH:34])[CH2:33][CH2:32][NH:31][CH2:30][CH2:29]2)=[CH:24][CH:23]=1.C(=O)([O-])[O-].[Na+].[Na+]>CC(C)CC(=O)C>[Cl:6][C:7]1[CH:20]=[CH:19][C:10]2[N:11]([CH2:15][CH2:16][CH2:17][N:31]3[CH2:30][CH2:29][C:28]([C:25]4[CH:26]=[CH:27][C:22]([Cl:21])=[CH:23][CH:24]=4)([OH:34])[CH2:33][CH2:32]3)[C:12](=[O:14])[NH:13][C:9]=2[CH:8]=1 |f:0.1,3.4.5|. Procedure: A mixture of 6.7 parts of 5-chloro-1,3-dihydro-1-(3-hydroxypropyl)-2H-benzimidazol-2-one methanesulfonate, 4.2 parts of 4-(4-chlorophenyl)-4-piperidinol, 3.2 parts of sodium carbonate and 32 parts of 4-methyl-2-pentanone is stirred and heated at 50°-60° C. for 1.50 hours. The reaction mixture is poured onto ice-water. The precipitated product is filtered off and dissolved in trichloromethane. The solution is washed with water, dried, filtered and evaporated. The solid residue is purified by colu... Reaction SMILES: [NH2:1][C:2]1[CH:14]=[CH:13][C:5]([CH:6]=[CH:7][C:8]([O:10][CH2:11][CH3:12])=[O:9])=[CH:4][CH:3]=1.[C:15]([O:19][C:20]([NH:22][C:23]1([C:27](O)=[O:28])[CH2:26][CH2:25][CH2:24]1)=[O:21])([CH3:18])([CH3:17])[CH3:16].O.ON1C2C=CC=CC=2N=N1.Cl.C(N=C=NCCCN(C)C)C>CN(C)C=O.O>[C:15]([O:19][C:20]([NH:22][C:23]1([C:27]([NH:1][C:2]2[CH:3]=[CH:4][C:5](/[CH:6]=[CH:7]/[C:8]([O:10][CH2:11][CH3:12])=[O:9])=[CH:13][CH:14]=2)=[O:28])[CH2:26][CH2:25][CH2:24]1)=[O:21])([CH3:18])([CH3:17])[CH3:16] |f:2.3,4.5|. Reaction conditions: time 21 hour. The reactants are NC1=CC=C(C=CC(=O)OCC)C=C1 (ethyl 4-aminocinnamate), C(C)(C)(C)OC(=O)NC1(CCC1)C(=O)O (1-tert-butoxycarbonylaminocyclobutanecarboxylic acid), O.ON1N=NC2=C1C=CC=C2 (1-hydroxybenzotriazole monohydrate), Cl.C(C)N=C=NCCCN(C)C (1-ethyl-3-(3′-dimethylaminopropyl)carbodiimide hydrochloride). The solvent is CN(C=O)C (N,N-dimethylformamide), O (Water). Yield: 46.4%. Procedure: To a solution of ethyl 4-aminocinnamate (1.00 g, 5.23 mmol) and 1-tert-butoxycarbonylaminocyclobutanecarboxylic acid (1.24 g, 5.75 mmol) in N,N-dimethylformamide (10 ml) were added 1-hydroxybenzotriazole monohydrate (1.44 g, 9.41 mmol) and 1-ethyl-3-(3′-dimethylaminopropyl)carbodiimide hydrochloride (1.80 g, 9.41 mmol) under ice-cooling, and the mixture was stirred at room temperature for 21 hr. Water was added to the reaction mixture and the mixture was extracted with ethyl acetate. The organic... Yields the product C(C)(C)(C)OC(=O)NC1(CCC1)C(=O)NC1=CC=C(C=C1)/C=C/C(=O)OCC (ethyl (E)-3-{4-[(1-tert-butoxycarbonylaminocyclobutanecarbonyl)amino]phenyl}acrylate). Procedure: A 1.5 M solution of methyllithium in diethyl ether (6.0 ml) dissolved in diethyl ether (15 ml) was treated dropwise with a solution of 4-chloropyridine-2-carboxylic acid in diethyl ether (15 ml) under an argon atmosphere, and stirred at room temperature for 2 hours. The reaction mixture was diluted with a saturated solution of ammonium chloride and diethyl ether, and the organic phase was washed with brine, dried and concentrated. The resultant residue was purified by a column chromatography on ... Starting materials: solution, C[Li] (methyllithium), C(C)OCC (diethyl ether), C(C)OCC (diethyl ether), ClC1=CC(=NC=C1)C(=O)O (4-chloropyridine-2-carboxylic acid), C(C)OCC (diethyl ether), C(C)OCC (diethyl ether). Reaction SMILES: [CH3:1][Li].[Cl:3][C:4]1[CH:9]=[CH:8][N:7]=[C:6](C(O)=O)[CH:5]=1.C([O:15][CH2:16][CH3:17])C>[Cl-].[NH4+]>[Cl:3][C:4]1[CH:9]=[CH:8][N:7]=[C:6]([C:16]([OH:15])([CH3:17])[CH3:1])[CH:5]=1 |f:3.4|. The solvent is [Cl-].[NH4+] (ammonium chloride). Product: ClC1=CC(=NC=C1)C(C)(C)O (4-Chloro-2-(1-hydroxy-1-methylethyl)pyridine). Reaction conditions: time 2 hour.